This data is from the Open Reaction Database (ORD), a public repository of structured organic reaction records. The task is: describe an organic reaction: reactants, conditions, products, and yield Reactants: C=CCn1nc(NCC(=O)NC2CNC2)c2cc(C(F)(F)F)ccc21, CCOC(=O)C1CCC(=O)CC1. Product: C=CCn1nc(NCC(=O)NC2CN(C3CCC(C(=O)OCC)CC3)C2)c2cc(C(F)(F)F)ccc21. Reaction SMILES: [CH2:1]([CH:2]=[CH2:3])[n:4]1[n:5][c:6]([NH:17][CH2:18][C:19](=[O:20])[NH:21][CH:22]2[CH2:23][NH:24][CH2:25]2)[c:7]2[cH:8][c:9]([C:13]([F:14])([F:15])[F:16])[cH:10][cH:11][c:12]12.[CH2:26]([CH3:27])[O:28][C:29](=[O:30])[CH:31]1[CH2:32][CH2:33][C:34](=[O:37])[CH2:35][CH2:36]1>>[CH2:1]([CH:2]=[CH2:3])[n:4]1[n:5][c:6]([NH:17][CH2:18][C:19](=[O:20])[NH:21][CH:22]2[CH2:23][N:24]([CH:34]3[CH2:33][CH2:32][CH:31]([C:29]([O:28][CH2:26][CH3:27])=[O:30])[CH2:36][CH2:35]3)[CH2:25]2)[c:7]2[cH:8][c:9]([C:13]([F:14])([F:15])[F:16])[cH:10][cH:11][c:12]12. Reactants: C(C)NCC (Diethylamine), C=1C=CC2=C(C1)CCC(=O)O2 (dihydrocoumarin). Product: C(C)N(C(CCC1=C(C=CC=C1)O)=O)CC (N,N-diethyl-3-(2-hydroxyphenyl) propionamide). Yield: 113.8%. As a reaction SMILES: [CH2:1]([NH:3][CH2:4][CH3:5])[CH3:2].[CH:6]1[CH:7]=[CH:8][C:9]2[O:16][C:14](=[O:15])[CH2:13][CH2:12][C:10]=2[CH:11]=1>>[CH2:1]([N:3]([CH2:4][CH3:5])[C:14](=[O:15])[CH2:13][CH2:12][C:10]1[CH:11]=[CH:6][CH:7]=[CH:8][C:9]=1[OH:16])[CH3:2]. Procedure details: Diethylamine (98.5 g) and dihydrocoumarin (20.0 g) were refluxed for 4 hours. Excess diethylamine was removed in vacuo to leave 34.0 g of N,N-diethyl-3-(2-hydroxyphenyl) propionamide. 1H NMR (CDCl3): 7.26-7.03 (m, 2H), 6.91 (dd, 1H), 6.81 (td, 1H), 3.37 (quartet, 2H), 3.26 (quartet, 2H), 2.95 (m, 2H), 2.71 (m, 2H), 1.10 (quartet, 6H). The reactants are C1CCC(CC1)(CC(=O)O)CN.Cl (Gabapentin hydrochloride), C1C(C)O1 (propylene oxide). Run in C(C)(C)O (isopropyl alcohol). Run at temperature -5 celsius, time 16 hour. Product: C1CCC(CC1)(CC(=O)O)CN (gabapentin). The yield is 76.2%. As a reaction SMILES: [CH2:1]1[CH2:6][CH2:5][C:4]([CH2:11][NH2:12])([CH2:7][C:8]([OH:10])=[O:9])[CH2:3][CH2:2]1.Cl.C1OC1C>C(O)(C)C>[CH2:1]1[CH2:2][CH2:3][C:4]([CH2:11][NH2:12])([CH2:7][C:8]([OH:10])=[O:9])[CH2:5][CH2:6]1 |f:0.1|. Procedure: Gabapentin hydrochloride (72 mmol) was suspended in 50 mL of isopropyl alcohol and heated gently until complete dissolution. The solution was cooled below 10° C. and propylene oxide (144 mmol) was added in one portion. The mixture was stirred for 16 hours below 10° C., after which it was cooled to −5° C. Pure gabapentin was recovered by filtration and washed with cold isopropanol. Drying at 40–50° C. under reduced pressure afforded 9.4 g of pure gabapentin. The reactants are COc1ccc(CN2C(=O)C(NC(=O)OCc3ccccc3)N=C(c3ccccc3)c3ccccc32)cc1, O=C([O-])C(O)C(O)C(=O)[O-], CC#N, CCOC(C)=O, [Ce+4], [K+], O=[N+]([O-])[O-], O=[N+]([O-])[O-], O=[N+]([O-])[O-], O=[N+]([O-])[O-], O=[N+]([O-])[O-], [NH4+], [Na+], O. The product is O=C(NC1N=C(c2ccccc2)c2ccccc2NC1=O)OCc1ccccc1. RXN SMILES: [C:1](=[O:2])([O:3][CH2:4][c:5]1[cH:6][cH:7][cH:8][cH:9][cH:10]1)[NH:11][CH:12]1[C:13](=[O:38])[N:14]([CH2:29][c:30]2[cH:31][cH:32][c:33]([O:34][CH3:35])[cH:36][cH:37]2)[c:15]2[c:16]([cH:25][cH:26][cH:27][cH:28]2)[C:17]([c:19]2[cH:20][cH:21][cH:22][cH:23][cH:24]2)=[N:18]1.[C:62]([CH:63]([CH:64]([C:65]([O-:66])=[O:67])[OH:68])[OH:69])([O-:70])=[O:71].[CH3:74][C:75]#[N:76].[CH3:77][CH2:78][O:79][C:80](=[O:81])[CH3:82].[Ce+4:44].[K+:72].[N+:40]([O-:41])([O-:42])=[O:43].[N+:46]([O-:47])([O-:48])=[O:49].[N+:50]([O-:51])([O-:52])=[O:53].[N+:54]([O-:55])([O-:56])=[O:57].[N+:58]([O-:59])([O-:60])=[O:61].[NH4+:45].[Na+:73].[OH2:39]>>[C:1](=[O:2])([O:3][CH2:4][c:5]1[cH:6][cH:7][cH:8][cH:9][cH:10]1)[NH:11][CH:12]1[C:13](=[O:38])[NH:14][c:15]2[c:16]([cH:25][cH:26][cH:27][cH:28]2)[C:17]([c:19]2[cH:20][cH:21][cH:22][cH:23][cH:24]2)=[N:18]1. Starting materials: polyphosphoric acid, NC1=C(C=CC(=C1)[C@@H]1CC[C@H](CC1)CCCCCCCC)O (2-amino-4-(trans-4-octylcyclohexyl)phenol), C(CCCCCCC)C1=CC=C(C(=O)O)C=C1 (4-octylbenzoic acid). Run in O (water). Run at temperature 250 celsius, time 4 hour. Product: C(CCCCCCC)C1=CC=C(C=C1)C=1OC2=C(N1)C=C(C=C2)[C@@H]2CC[C@H](CC2)CCCCCCCC (2-(4-octylphenyl)-5-(trans-4-octylcyclohexyl)benzoxazole). Isolated yield 16.6%. RXN SMILES: [NH2:1][C:2]1[CH:7]=[C:6]([C@H:8]2[CH2:13][CH2:12][C@H:11]([CH2:14][CH2:15][CH2:16][CH2:17][CH2:18][CH2:19][CH2:20][CH3:21])[CH2:10][CH2:9]2)[CH:5]=[CH:4][C:3]=1[OH:22].[CH2:23]([C:31]1[CH:39]=[CH:38][C:34]([C:35](O)=O)=[CH:33][CH:32]=1)[CH2:24][CH2:25][CH2:26][CH2:27][CH2:28][CH2:29][CH3:30]>O>[CH2:23]([C:31]1[CH:39]=[CH:38][C:34]([C:35]2[O:22][C:3]3[CH:4]=[CH:5][C:6]([C@H:8]4[CH2:9][CH2:10][C@H:11]([CH2:14][CH2:15][CH2:16][CH2:17][CH2:18][CH2:19][CH2:20][CH3:21])[CH2:12][CH2:13]4)=[CH:7][C:2]=3[N:1]=2)=[CH:33][CH:32]=1)[CH2:24][CH2:25][CH2:26][CH2:27][CH2:28][CH2:29][CH3:30]. Procedure: Step iii) In a 50 ml-round-bottomed flask, 10 g of polyphosphoric acid, 0.40 g (1.32 mM) of 2-amino-4-(trans-4-octylcyclohexyl)phenol and 0.31 g (1.32 mM) of 4-octylbenzoic acid were placed, followed by stirring for 4 hours at about 250 ° C. After the reaction, the reaction mixture was poured into water and an insoluble matter was recovered by filtration. The insoluble matter was added to 10% K2CO3 and sufficiently stirred, followed by recovery of a solid. The solid was washed with water and pur...